This data is from the Open Reaction Database (ORD), a public repository of structured organic reaction records. The task is: describe an organic reaction: reactants, conditions, products, and yield The solvent is FC(C(=O)O)(F)F (trifluoroacetic acid). RXN SMILES: [CH3:1][N:2]1[C:6]([C:7]([C:9]2[N:10]([CH3:18])[C:11]([C:14]([F:17])([F:16])[F:15])=[CH:12][CH:13]=2)=[O:8])=[C:5]([CH3:19])[C:4](C(O)=O)=[C:3]1[CH2:23][C:24]([OH:26])=[O:25]>FC(F)(F)C(O)=O>[CH3:1][N:2]1[C:6]([C:7]([C:9]2[N:10]([CH3:18])[C:11]([C:14]([F:15])([F:16])[F:17])=[CH:12][CH:13]=2)=[O:8])=[C:5]([CH3:19])[CH:4]=[C:3]1[CH2:23][C:24]([OH:26])=[O:25]. Yield: 67.0%. Yields the product CN1C(=CC(=C1C(=O)C=1N(C(=CC1)C(F)(F)F)C)C)CC(=O)O (1,4-dimethyl-5-(1-methyl-5-trifluoromethylpyrrol-2-oyl)pyrrole-2-acetic acid). Starting materials: CN1C(=C(C(=C1C(=O)C=1N(C(=CC1)C(F)(F)F)C)C)C(=O)O)CC(=O)O (1,4-dimethyl-3-hydroxycarbonyl-5-(1-methyl-5-trifluoromethylpyrrol-2-oyl)pyrrole-2-acetic acid). Reported procedure: A mixture of 1.87 g (5 mmole) of 1,4-dimethyl-3-hydroxycarbonyl-5-(1-methyl-5-trifluoromethylpyrrol-2-oyl)pyrrole-2-acetic acid is heated together with 10 ml trifluoroacetic acid at 80° C. for thirty minutes. TFA is removed in vacuo. The residue is crystallized from ethyl acetate/hexane. After drying, 1.1 g of 1,4-dimethyl-5-(1-methyl-5-trifluoromethylpyrrol-2-oyl)pyrrole-2-acetic acid is obtained. Starting materials: COC(CSC=1C=C(C(=NC1)NC1=NC(=NS1)C1CC2CCC(C1)N2C(=O)OC(C)(C)C)OC=2C(=NC=CC2)C)=O (tert-Butyl 3-(5-(5-(2-methoxy-2-oxoethylthio)-3-(2-methylpyridin-3-yloxy)pyridin-2-ylamino)-1,2,4-thiadiazol-3-yl)-8-azabicyclo[3.2.1]octane-8-carboxylate), C(=O)(C(F)(F)F)O (TFA). The solvent is C(Cl)Cl (CH2Cl2). Reaction conditions: time 15 minute. The product is C12CC(CC(CC1)N2)C2=NSC(=N2)NC2=C(C=C(C=N2)SCC(=O)OC)OC=2C(=NC=CC2)C (methyl 2-(6-(3-(8-azabicyclo[3.2.1]octan-3-yl)-1,2,4-thiadiazol-5-ylamino)-5-(2-methylpyridin-3-yloxy)pyridin-3-ylthio)acetate). The yield is 104.7%. Reaction SMILES: [CH3:1][O:2][C:3](=[O:41])[CH2:4][S:5][C:6]1[CH:7]=[C:8]([O:33][C:34]2[C:35]([CH3:40])=[N:36][CH:37]=[CH:38][CH:39]=2)[C:9]([NH:12][C:13]2[S:17][N:16]=[C:15]([CH:18]3[CH2:24][CH:23]4[N:25](C(OC(C)(C)C)=O)[CH:20]([CH2:21][CH2:22]4)[CH2:19]3)[N:14]=2)=[N:10][CH:11]=1.C(O)(C(F)(F)F)=O>C(Cl)Cl>[CH:20]12[NH:25][CH:23]([CH2:22][CH2:21]1)[CH2:24][CH:18]([C:15]1[N:14]=[C:13]([NH:12][C:9]3[N:10]=[CH:11][C:6]([S:5][CH2:4][C:3]([O:2][CH3:1])=[O:41])=[CH:7][C:8]=3[O:33][C:34]3[C:35]([CH3:40])=[N:36][CH:37]=[CH:38][CH:39]=3)[S:17][N:16]=1)[CH2:19]2. Reported procedure: tert-Butyl 3-(5-(5-(2-methoxy-2-oxoethylthio)-3-(2-methylpyridin-3-yloxy)pyridin-2-ylamino)-1,2,4-thiadiazol-3-yl)-8-azabicyclo[3.2.1]octane-8-carboxylate (461 mg, 0.770 mmol) was dissolved in CH2Cl2 (10 mL) and TFA (5 mL) was added. The reaction was stirred at ambient temperature for 15 minutes. The reaction was partitioned between CH2Cl2 and saturated aqueous NaHCO3, dried over sodium sulfate, filtered and concentrated to afford methyl 2-(6-(3-(8-azabicyclo[3.2.1]octan-3-yl)-1,2,4-thiadiazol-5... Starting materials: CC(C)CNc1ccc2nc[nH]c2c1, CSc1ccc(CBr)cc1, CS(C)=O, [K+], [K+], O=C([O-])[O-]. Product: CSc1ccc(CN(CC(C)C)c2ccc3[nH]cnc3c2)cc1. As a reaction SMILES: [CH2:1]([CH:2]([CH3:3])[CH3:4])[NH:5][c:6]1[cH:7][c:8]2[c:9]([n:10][cH:11][nH:12]2)[cH:13][cH:14]1.[CH3:15][S:16][c:17]1[cH:18][cH:19][c:20]([CH2:21][Br:22])[cH:23][cH:24]1.[CH3:31][S:32]([CH3:33])=[O:34].[K+:25].[K+:26].[O-:27][C:28]([O-:29])=[O:30]>>[CH2:1]([CH:2]([CH3:3])[CH3:4])[N:5]([c:6]1[cH:7][c:8]2[c:9]([nH:10][cH:11][n:12]2)[cH:13][cH:14]1)[CH2:21][c:20]1[cH:19][cH:18][c:17]([S:16][CH3:15])[cH:24][cH:23]1. Starting materials: CCOC(=O)CBr, O=C(O)C1CCc2[nH]c3ccccc3c2C1, [H-], [K+], [Na+], CN(C)C=O, O=P([O-])(O)O. The product is CCOC(=O)Cn1c2c(c3ccccc31)CC(C(=O)O)CC2. Reaction SMILES: [Br:19][CH2:20][C:21](=[O:22])[O:23][CH2:24][CH3:25].[CH2:1]1[CH2:2][CH:3]([C:14](=[O:15])[OH:16])[CH2:4][c:5]2[c:6]3[cH:7][cH:8][cH:9][cH:10][c:11]3[nH:12][c:13]21.[H-:18].[K+:31].[Na+:17].[O:32]=[CH:33][N:34]([CH3:35])[CH3:36].[P:26]([O-:27])([OH:28])([OH:29])=[O:30]>>[CH2:1]1[CH2:2][CH:3]([C:14](=[O:15])[OH:16])[CH2:4][c:5]2[c:6]3[cH:7][cH:8][cH:9][cH:10][c:11]3[n:12]([CH2:20][C:21](=[O:22])[O:23][CH2:24][CH3:25])[c:13]21.